Dataset: the Open Reaction Database (ORD), a public repository of structured organic reaction records. Task: describe an organic reaction: reactants, conditions, products, and yield Starting materials: CC(CC=C(C=NO)C1=CC=CC=C1)C (5-methyl-2-phenyl-2-hexenal oxime), Br.C(C)OC(=O)[C@H]1CN(CCC1)CCBr ((R)-1-(2-bromoethyl)-3-piperidinecarboxylic acid ethyl ester hydrobromide), C([O-])([O-])=O.[K+].[K+] (potassium carbonate). Isolated yield 33.6%. Procedure details: A mixture of the above oxime (2.0 g, 10 mmol), (R)-1-(2-bromoethyl)-3-piperidinecarboxylic acid ethyl ester hydrobromide (3.4 g, 10 mmol), potassium carbonate (4.7 g, 34 mmol) and acetone (25 ml) was stirred at room temperature for 4 days. The mixture was filtered and the solvent was evaporated from the filtrate in vacuo. The residue was purified by column chromatography on silica gel (75 g, cyclohexane/ethyl acetate, gradient 3/1 to 2/1) to give 1.3 g of (R)-1-(2-(((5-methyl-2-phenyl-2-hexen-1-... Reaction conditions: time 4 day. Reaction SMILES: [CH3:1][CH:2]([CH3:15])[CH2:3][CH:4]=[C:5]([C:9]1[CH:14]=[CH:13][CH:12]=[CH:11][CH:10]=1)[CH:6]=[N:7][OH:8].Br.[CH2:17]([O:19][C:20]([C@@H:22]1[CH2:27][CH2:26][CH2:25][N:24]([CH2:28][CH2:29]Br)[CH2:23]1)=[O:21])[CH3:18].C(=O)([O-])[O-].[K+].[K+]>CC(C)=O>[CH2:17]([O:19][C:20]([C@@H:22]1[CH2:27][CH2:26][CH2:25][N:24]([CH2:28][CH2:29][O:8][N:7]=[CH:6][C:5]([C:9]2[CH:14]=[CH:13][CH:12]=[CH:11][CH:10]=2)=[CH:4][CH2:3][CH:2]([CH3:15])[CH3:1])[CH2:23]1)=[O:21])[CH3:18] |f:1.2,3.4.5|. Solvent: CC(=O)C (acetone). Product: C(C)OC(=O)[C@H]1CN(CCC1)CCON=CC(=CCC(C)C)C1=CC=CC=C1 ((R)-1-(2-(((5-methyl-2-phenyl-2-hexen-1-ylidene)-amino)oxy)ethyl)-3- piperidinecarboxylic acid ethyl ester). Reactants: CC(C)(C)OC(=O)N1CCN(c2nc3c(C(=O)O)cccc3o2)CC1, Cl, Cl, NC1CN2CCC1CC2. Yields the product CC(C)(C)OC(=O)N1CCN(c2nc3c(C(=O)NC4CN5CCC4CC5)cccc3o2)CC1. RXN SMILES: [C:1]([CH3:2])([CH3:3])([CH3:4])[O:5][C:6](=[O:7])[N:8]1[CH2:9][CH2:10][N:11]([c:14]2[o:15][c:16]3[c:17]([n:18]2)[c:19]([C:23](=[O:24])[OH:25])[cH:20][cH:21][cH:22]3)[CH2:12][CH2:13]1.[ClH:26].[ClH:27].[NH2:28][CH:29]1[CH2:30][N:31]2[CH2:32][CH2:33][CH:34]1[CH2:35][CH2:36]2>>[C:1]([CH3:2])([CH3:3])([CH3:4])[O:5][C:6](=[O:7])[N:8]1[CH2:9][CH2:10][N:11]([c:14]2[o:15][c:16]3[c:17]([n:18]2)[c:19]([C:23](=[O:24])[NH:28][CH:29]2[CH2:30][N:31]4[CH2:32][CH2:33][CH:34]2[CH2:35][CH2:36]4)[cH:20][cH:21][cH:22]3)[CH2:12][CH2:13]1. The reactants are BrC1=C(C(C=O)=CC(=C1)Br)O (3,5-dibromo-salicylaldehyde), C(C)(C)(C)N (tert. butylamine), Cl (hydrochloric acid), N (ammonia). The solvent is C(=O)O (formic acid), C(C)O (ethanol), CCOCC (ether). Product: Cl.C(C)(C)(C)NCC1=C(C(=CC(=C1)Br)Br)O (N-tert.butyl-3,5-dibromo-2-hydroxy-benzylamine hydrochloride). Reaction SMILES: [Br:1][C:2]1[CH:9]=[C:8]([Br:10])[CH:7]=[C:4]([CH:5]=O)[C:3]=1[OH:11].[C:12]([NH2:16])([CH3:15])([CH3:14])[CH3:13].N.[ClH:18]>C(O)C.CCOCC.C(O)=O>[ClH:18].[C:12]([NH:16][CH2:5][C:4]1[CH:7]=[C:8]([Br:10])[CH:9]=[C:2]([Br:1])[C:3]=1[OH:11])([CH3:15])([CH3:14])[CH3:13] |f:7.8|. Reported procedure: 7 gm of 3,5-dibromo-salicylaldehyde, 17.5 gm of tert. butylamine and 7.7 gm of formic acid were heated for 6 hours at 70°-80° C. Subsequently, the reaction mixture was admixed with aqueous 2 N ammonia, vigorously shaken, and the precipitate formed thereby was sucked off. The residue was dissolved in ethanol, acidified with ethanolic hydrochloric acid and admixed with ether in order to crystallize the product out. N-tert.butyl-3,5-dibromo-2-hydroxy-benzylamine hydrochloride, m.p. 216°-220° C (dec... The reactants are C(C)(=O)OC(C)=O (Acetic anhydride), C(=O)O (formic acid), C1CNCCC2=C1C=CC=C2 (2,3,4,5-tetrahydro-1H-3-benzazepine). Solvent: ice water, C(C)(=O)OCC (ethyl acetate). Run at time 30 minute. Product: C(=O)N1CCC2=C(CC1)C=CC=C2 (3-Formyl-2,3,4,5-tetrahydro-1H-3-benzazepine). Reaction SMILES: C(O[C:5](=[O:7])C)(=O)C.C(O)=O.[CH2:11]1[C:17]2[CH:18]=[CH:19][CH:20]=[CH:21][C:16]=2[CH2:15][CH2:14][NH:13][CH2:12]1>C(OCC)(=O)C>[CH:5]([N:13]1[CH2:12][CH2:11][C:17]2[CH:18]=[CH:19][CH:20]=[CH:21][C:16]=2[CH2:15][CH2:14]1)=[O:7]. Procedure: Acetic anhydride (40 ml) was added dropwise to formic acid (80 ml) at room temperature and after the mixture was stirred for 30 minutes, a solution of 2,3,4,5-tetrahydro-1H-3-benzazepine (30 g),in ethyl acetate (80 ml) was added dropwise at room temperature. The mixture was then stirred for 30 minutes, after which it was diluted with ice-water and extracted with ethyl acetate. The extract was washed successively with water, aqueous solution of sodium hydroxide (NaOH/H2O), and saturated NaCl/H2O ...